From a dataset of the Open Reaction Database (ORD), a public repository of structured organic reaction records. describe an organic reaction: reactants, conditions, products, and yield Starting materials: C(CCCCCCCCC)C1=CC=CC=C1N (6-decylaniline), [N+](=O)([O-])C=1C=C(C=CC1)S(=O)(=O)O (3-nitrobenzenesulfonic acid), S(O)(O)(=O)=O (sulfuric acid), B(O)(O)O (boric acid). Reagents/catalysts: [Fe]=S (iron (II) sulfide). The solvent is OCC(O)CO (glycerin), O (water). Reaction conditions: temperature 140 celsius, time 6 hour. Yields the product C(CCCCCCCCC)C=1C=C2C=CC=NC2=CC1 (6-decylquinoline). Yield: 30.2%. RXN SMILES: [CH2:1]([C:11]1[C:16](N)=[CH:15][CH:14]=[CH:13][CH:12]=1)[CH2:2][CH2:3][CH2:4][CH2:5][CH2:6][CH2:7][CH2:8][CH2:9][CH3:10].[N+:18]([C:21]1C=C(S(O)(=O)=O)C=[CH:25][CH:26]=1)([O-])=O.S(=O)(=O)(O)O.B(O)(O)O>OCC(CO)O.[Fe]=S.O>[CH2:1]([C:11]1[CH:16]=[C:15]2[C:14](=[CH:13][CH:12]=1)[N:18]=[CH:21][CH:26]=[CH:25]2)[CH2:2][CH2:3][CH2:4][CH2:5][CH2:6][CH2:7][CH2:8][CH2:9][CH3:10]. Procedure details: 12.5 g of 6-decylaniline, 5.0 g of 3-nitrobenzenesulfonic acid, 1.5 g of iron (II) sulfide, 10 ml of sulfuric acid, and 2.8 g of boric acid were dissolved in 13 ml of glycerin (glycerol), followed by stirring for 6 hours at 140° C. After the reaction, the reaction mixture was poured into water and alkalinized by adding thereto an appropriately amount of sodium hydroxide aqueous solution, followed by extraction with diethyl ether. The organic layer was washed with water, dried with anhydrous sodi... The reactants are [BH4-], COC(=O)c1ccc(CN)cc1, CCO, O=Cc1ccccc1, [Na+]. Product: COC(=O)c1ccc(CNCc2ccccc2)cc1. Reaction SMILES: [BH4-:21].[CH3:1][O:2][C:3]([c:4]1[cH:5][cH:6][c:7]([CH2:10][NH2:11])[cH:8][cH:9]1)=[O:12].[CH3:23][CH2:24][OH:25].[CH:13](=[O:14])[c:15]1[cH:16][cH:17][cH:18][cH:19][cH:20]1.[Na+:22]>>[CH3:1][O:2][C:3]([c:4]1[cH:5][cH:6][c:7]([CH2:10][NH:11][CH2:13][c:15]2[cH:16][cH:17][cH:18][cH:19][cH:20]2)[cH:8][cH:9]1)=[O:12]. The reactants are C12(CC3CC(CC(C1)C3)C2)C2=C(C(=CC(=C2)Br)OC)O (2-(1-adamantyl)-4-bromo-6-methoxyphenol), C(C1=CC=CC=C1)Br (benzyl bromide), C(=O)([O-])[O-].[K+].[K+] (K2CO3). The solvent is CC(=O)C (acetone). The product is C12(CC3CC(CC(C1)C3)C2)C=2C=C(C=C(C2OCC2=CC=CC=C2)OC)Br (3-(1-adamantyl)-4-benzyloxy-5-methoxyphenyl bromide). Isolated yield 92.7%. RXN SMILES: [C:1]12([C:11]3[CH:16]=[C:15]([Br:17])[CH:14]=[C:13]([O:18][CH3:19])[C:12]=3[OH:20])[CH2:10][CH:5]3[CH2:6][CH:7]([CH2:9][CH:3]([CH2:4]3)[CH2:2]1)[CH2:8]2.[CH2:21](Br)[C:22]1[CH:27]=[CH:26][CH:25]=[CH:24][CH:23]=1.C([O-])([O-])=O.[K+].[K+]>CC(C)=O>[C:1]12([C:11]3[CH:16]=[C:15]([Br:17])[CH:14]=[C:13]([O:18][CH3:19])[C:12]=3[O:20][CH2:21][C:22]3[CH:27]=[CH:26][CH:25]=[CH:24][CH:23]=3)[CH2:2][CH:3]3[CH2:9][CH:7]([CH2:6][CH:5]([CH2:4]3)[CH2:10]1)[CH2:8]2 |f:2.3.4|. Procedure: To a solution of 2-(1-adamantyl)-4-bromo-6-methoxyphenol (3.30 g, 79.78 mmol) in acetone (32 mL) was added benzyl bromide (1.72 g, 10.07 mmol) followed by K2CO3 (1.69 g, 12.2 mmol). This mixture was stirred and heated at reflux temperature for 20.75 h under argon. Acetone was removed at reduced pressure, and 2 N HCl (30 mL) was added. The mixture was extracted with EtOAc (150 mL), and the organic layer was washed with brine and dried. After removal of solvent at reduced pressure, the residue was...